This data is from the Open Reaction Database (ORD), a public repository of structured organic reaction records. The task is: describe an organic reaction: reactants, conditions, products, and yield Reactants: CC(=O)O, COC(=O)C(F)(F)CN(c1nc(Cl)ncc1[N+](=O)[O-])C1CCCC1, Cl, [Fe]. Product: O=C1Nc2cnc(Cl)nc2N(C2CCCC2)CC1(F)F. RXN SMILES: [C:26]([OH:27])(=[O:28])[CH3:29].[Cl:1][c:2]1[n:3][cH:4][c:5]([N+:22]([O-:23])=[O:24])[c:6]([N:8]([CH2:9][C:10]([C:11](=[O:12])[O:13][CH3:14])([F:15])[F:16])[CH:17]2[CH2:18][CH2:19][CH2:20][CH2:21]2)[n:7]1.[ClH:25].[Fe:30]>>[Cl:1][c:2]1[n:3][cH:4][c:5]2[c:6]([n:7]1)[N:8]([CH:17]1[CH2:18][CH2:19][CH2:20][CH2:21]1)[CH2:9][C:10]([F:15])([F:16])[C:11](=[O:12])[NH:22]2. Reactants: CN(C)C=O (DMF), BrC1=C(OC=C1)C1OCCO1 (2-(3-Bromo-2-furyl)-1,3-dioxolane), C(C)(C)(C)[Li] (tert-butyllithium), O.O.C(C(=O)O)(=O)O (oxalic acid dihydrate). Solvent: CCOCC (Et2O), O (water), CCOCC (Et2O). Conditions: temperature -78 celsius, time 1 hour. Product: O1C(OCC1)C=1OC=CC1C=O (2-(1,3-dioxolan-2-yl)-3-furaldehyde). The yield is 67.8%. Reaction SMILES: Br[C:2]1[CH:6]=[CH:5][O:4][C:3]=1[CH:7]1[O:11][CH2:10][CH2:9][O:8]1.C([Li])(C)(C)C.CN([CH:20]=[O:21])C.O.O.C(O)(=O)C(O)=O>CCOCC.O>[O:8]1[CH2:9][CH2:10][O:11][CH:7]1[C:3]1[O:4][CH:5]=[CH:6][C:2]=1[CH:20]=[O:21] |f:3.4.5|. Reported procedure: 2-(3-Bromo-2-furyl)-1,3-dioxolane (438 mg, 2.0 mmol) is dissolved in Et2O (5 mL) in a dry flask under nitrogen, cooled to −78° C., treated dropwise with tert-butyllithium (2.59 mL, 4.4 mmol) and stirred for 1 h. DMF (178 μL, 2.3 mmol) in Et2O (2 mL) is added dropwise, the mixture stirred for 4 h at −78° C., then treated with oxalic acid dihydrate (504 mg, 4.0 mmol) followed by water (2 mL). The cooling bath is removed and the mixture allowed to warm to RT over 1 h. The mixture is diluted with wa... Starting materials: CC1(C)CC(=O)CC(C)(C)N1, CC=O, [Cl-], Cl, [Na+], [Na], O=[W](=O)([O-])[O-], OO. Product: CON1C(C)(C)CC(=O)CC1(C)C. As a reaction SMILES: [CH3:1][C:2]1([CH3:11])[NH:3][C:4]([CH3:9])([CH3:10])[CH2:5][C:6](=[O:8])[CH2:7]1.[CH:15]([CH3:16])=[O:17].[Cl-:19].[ClH:14].[Na+:18].[Na:20].[O-:21][W:22](=[O:23])(=[O:24])[O-:25].[OH:12][OH:13]>>[CH3:1][C:2]1([CH3:11])[N:3]([O:17][CH3:15])[C:4]([CH3:9])([CH3:10])[CH2:5][C:6](=[O:8])[CH2:7]1. Starting materials: CCOC(=O)C (AcOEt), C1=C(C=CC=2OC3=C(C21)C=CC=C3)C=O (dibenzo[b,d]furan-2-carbaldehyde), titanium(IV) ethoxide Ti(OEt)4, CC(C)(C)S(=O)N (2-methylpropane-2-sulfinamide). The solvent is [Cl-].[Na+].O (brine), C1CCOC1 (THF). Reaction conditions: time 4 hour. The product is C1=C(C=CC=2OC3=C(C21)C=CC=C3)C=NS(=O)C(C)(C)C (N-(dibenzo[b,d]furan-2-ylmethylene)-2-methylpropane-2-sulfinamide). RXN SMILES: [CH:1]1[C:9]2[C:8]3[CH:10]=[CH:11][CH:12]=[CH:13][C:7]=3[O:6][C:5]=2[CH:4]=[CH:3][C:2]=1[CH:14]=O.[CH3:16][C:17]([S:20]([NH2:22])=[O:21])([CH3:19])[CH3:18].CCOC(C)=O>C1COCC1.[Cl-].[Na+].O>[CH:1]1[C:9]2[C:8]3[CH:10]=[CH:11][CH:12]=[CH:13][C:7]=3[O:6][C:5]=2[CH:4]=[CH:3][C:2]=1[CH:14]=[N:22][S:20]([C:17]([CH3:19])([CH3:18])[CH3:16])=[O:21] |f:4.5.6|. Procedure: A mixture of commercially available dibenzo[b,d]furan-2-carbaldehyde (1.992 g; 10.20 mmol), titanium(IV) ethoxide Ti(OEt)4 (3.98 ml; 19.00 mmol), and 2-methylpropane-2-sulfinamide (1.150 g; 9.49 mmol) in anh. THF (18 ml) was stirred at rt, under nitrogen, for 4 h. AcOEt and brine were added, and the organic layer was further washed with brine, dried over anh. MgSO4, filtered, and concentrated to dryness under reduced pressure. Purification by FC (DCM) afforded N-(dibenzo[b,d]furan-2-ylmethylene)... Yields the product CC(C)C1=C(C(=C(N1CC[C@H](C[C@H](CC(=O)[O-])O)O)C=2C=CC(=CC2)F)C=3C=CC=CC3)C(=O)NC=4C=CC=CC4.CC(C)C1=C(C(=C(N1CC[C@H](C[C@H](CC(=O)[O-])O)O)C=2C=CC(=CC2)F)C=3C=CC=CC3)C(=O)NC=4C=CC=CC4.[Ca+2] (atorvastatin calcium). Run in C1CCOC1 (THF), C1CCOC1 (THF). The reactants are C(C)(C)(C)OC(CC1OB(OC(C1)CCN1C(C(C(C1C(C)C)C(NC1=CC=CC=C1)=O)C1=CC=CC=C1)C1=CC=C(C=C1)F)C1=CC=CC=C1)=O ((6-{2-[2-(4-Fluoro-phenyl)-5-isopropyl-3-phenyl-4-phenylcarbamoyl-pyrrolidin-1-yl]-ethyl}-2-phenyl-[1,3,2]dioxaborinan-4-yl)-acetic acid tert-butyl ester), O (water), [O-2].[Ca+2] (calcium oxide). Reaction SMILES: C([O:5][C:6](=[O:52])[CH2:7][CH:8]1[CH2:13][CH:12]([CH2:14][CH2:15][N:16]2[CH:20]([CH:21]([CH3:23])[CH3:22])[CH:19]([C:24](=[O:32])[NH:25][C:26]3[CH:31]=[CH:30][CH:29]=[CH:28][CH:27]=3)[CH:18]([C:33]3[CH:38]=[CH:37][CH:36]=[CH:35][CH:34]=3)[CH:17]2[C:39]2[CH:44]=[CH:43][C:42]([F:45])=[CH:41][CH:40]=2)[O:11]B(C2C=CC=CC=2)[O:9]1)(C)(C)C.O.[O-2].[Ca+2:55]>C1COCC1>[CH3:23][CH:21]([C:20]1[N:16]([CH2:15][CH2:14][C@@H:12]([OH:11])[CH2:13][C@@H:8]([OH:9])[CH2:7][C:6]([O-:52])=[O:5])[C:17]([C:39]2[CH:40]=[CH:41][C:42]([F:45])=[CH:43][CH:44]=2)=[C:18]([C:33]2[CH:34]=[CH:35][CH:36]=[CH:37][CH:38]=2)[C:19]=1[C:24]([NH:25][C:26]1[CH:27]=[CH:28][CH:29]=[CH:30][CH:31]=1)=[O:32])[CH3:22].[CH3:23][CH:21]([C:20]1[N:16]([CH2:15][CH2:14][C@@H:12]([OH:11])[CH2:13][C@@H:8]([OH:9])[CH2:7][C:6]([O-:52])=[O:5])[C:17]([C:39]2[CH:40]=[CH:41][C:42]([F:45])=[CH:43][CH:44]=2)=[C:18]([C:33]2[CH:34]=[CH:35][CH:36]=[CH:37][CH:38]=2)[C:19]=1[C:24]([NH:25][C:26]1[CH:27]=[CH:28][CH:29]=[CH:30][CH:31]=1)=[O:32])[CH3:22].[Ca+2:55] |f:2.3,5.6.7|. Reaction conditions: temperature 55 celsius, time 8 hour. Procedure details: A mixture of (6-{2-[2-(4-Fluoro-phenyl)-5-isopropyl-3-phenyl-4-phenylcarbamoyl-pyrrolidin-1-yl]-ethyl}-2-phenyl-[1,3,2]dioxaborinan-4-yl)-acetic acid tert-butyl ester (50 g, 0.07 mol), water (2 L), THF (2 L) and calcium oxide (50 g, 0.9 mol) was stirred at 50-60° C. for 8 hours. After filtering the reaction mixture, the resulting clear filtrate was concentrated to about 1.5 L and washed with methyl tert-butyl ether (500 ml). The aqueous layer was evaporated and solid obtained was dissolved in TH... Reactants: C(C)C1C(C2=CC(=CC=C2C1)C(C(=O)O)C)=O (2-(2ethyl-1-oxoindan-6-yl)propionic acid), Cl (hydrochloric acid), O1CCOCC1 (dioxane), 20g, zinc amalgam. Solvent: O (water). Product: C(C)C1CC2=CC=C(C=C2C1)C(C(=O)O)C (2-(2-Ethylindan-5-yl)propionic acid). As a reaction SMILES: [CH2:1]([CH:3]1[CH2:11][C:10]2[C:5](=[CH:6][C:7]([CH:12]([CH3:16])[C:13]([OH:15])=[O:14])=[CH:8][CH:9]=2)[C:4]1=O)[CH3:2].Cl.O1CCOCC1>O>[CH2:1]([CH:3]1[CH2:4][C:5]2[C:10](=[CH:9][CH:8]=[C:7]([CH:12]([CH3:16])[C:13]([OH:15])=[O:14])[CH:6]=2)[CH2:11]1)[CH3:2]. Reported procedure: A mixture of 10.5g. of 2-(2ethyl-1-oxoindan-6-yl)propionic acid, 20g. of zinc amalgam, 30 ml. of conc. hydrochloric acid, 150 ml. of dioxane and 20 ml. of water was heated under reflux for 15 hours. After completion of the reaction, the reaction mixture was extracted with ether and the ether extract was washed with water and dried over anhydrous sodium sulfate. The solvent was distilled off from the extract and the residue was subjected to vacuum distillation to give 8.2g. of the desired product... Starting materials: C(C=C)OC=1C(=C(C(=C(C1)F)F)NC1=C(C=C(C=C1)I)F)[N+](=O)[O-] ((3-allyloxy-5,6-difluoro-2-nitro-phenyl)-(2-fluoro-4-iodo-phenyl)-amine), C(C=C)OC=1C(=C(C(=C(C1)F)F)NC1=C(C=C(C=C1)I)F)[N+](=O)[O-] ((3-allyloxy-5,6-difluoro-2-nitro-phenyl)-(2-fluoro-4-iodo-phenyl)-amine), [O-]S(=O)S(=O)[O-].[Na+].[Na+] (Na2S2O4). Solvent: C(C)O (ethanol), O (water). Run at temperature 70 celsius. Yields the product C(C=C)OC=1C=C(C(=C(C1N)NC1=C(C=C(C=C1)I)F)F)F (6-allyloxy-3,4-difluoro-N2-(2-fluoro-4-iodo-phenyl)-benzene-1,2-diamine). Yield: 86.9%. As a reaction SMILES: [CH2:1]([O:4][C:5]1[C:6]([N+:22]([O-])=O)=[C:7]([NH:13][C:14]2[CH:19]=[CH:18][C:17]([I:20])=[CH:16][C:15]=2[F:21])[C:8]([F:12])=[C:9]([F:11])[CH:10]=1)[CH:2]=[CH2:3].[O-]S(S([O-])=O)=O.[Na+].[Na+]>C(O)C.O>[CH2:1]([O:4][C:5]1[CH:10]=[C:9]([F:11])[C:8]([F:12])=[C:7]([NH:13][C:14]2[CH:19]=[CH:18][C:17]([I:20])=[CH:16][C:15]=2[F:21])[C:6]=1[NH2:22])[CH:2]=[CH2:3] |f:1.2.3|. Procedure: A suspension of (3-allyloxy-5,6-difluoro-2-nitro-phenyl)-(2-fluoro-4-iodo-phenyl)-amine (Intermediate 7, 0.9 g, 2 mmol) in ethanol (12 mL) was stirred at 70° C. to obtain a clear solution. To this hot solution, was added a freshly prepared solution of Na2S2O4 (1.04 g, 6 mmol) in water (2.5 mL). The reaction mixture was stirred at 90° C. for 1 h. The progress of reaction was monitored by TLC. After completion, the solvent was removed under reduced pressure. The residue was diluted with ethyl acet...